This data is from the Open Reaction Database (ORD), a public repository of structured organic reaction records. The task is: describe an organic reaction: reactants, conditions, products, and yield Starting materials: CCOC(C)([O-])[O-], CC(=O)O, Nc1ccc(Cl)cc1C(=O)c1ccccc1, c1ccccc1. Product: CCOC(C)=Nc1ccc(Cl)cc1C(=O)c1ccccc1. RXN SMILES: [C:17]([CH3:18])([O:19][CH2:20][CH3:21])([O-:22])[O-:23].[CH3:24][C:25](=[O:26])[OH:27].[NH2:1][c:2]1[c:3]([C:4](=[O:5])[c:6]2[cH:7][cH:8][cH:9][cH:10][cH:11]2)[cH:12][c:13]([Cl:16])[cH:14][cH:15]1.[cH:28]1[cH:29][cH:30][cH:31][cH:32][cH:33]1>>[N:1]([c:2]1[c:3]([C:4](=[O:5])[c:6]2[cH:7][cH:8][cH:9][cH:10][cH:11]2)[cH:12][c:13]([Cl:16])[cH:14][cH:15]1)=[C:17]([CH3:18])[O:19][CH2:20][CH3:21]. The reactants are COc1cc([N+](=O)[O-])ccc1Br, O=C([O-])[O-], Cn1cc(B2OC(C)(C)C(C)(C)O2)cn1, [K+], [K+], CN(C)C=O. Yields the product COc1cc([N+](=O)[O-])ccc1-c1cnn(C)c1. RXN SMILES: [Br:1][c:2]1[c:3]([O:11][CH3:12])[cH:4][c:5]([N+:8](=[O:9])[O-:10])[cH:6][cH:7]1.[C:28](=[O:29])([O-:30])[O-:31].[CH3:13][n:14]1[n:15][cH:16][c:17]([B:19]2[O:20][C:21]([CH3:22])([CH3:23])[C:24]([CH3:25])([CH3:26])[O:27]2)[cH:18]1.[K+:32].[K+:33].[O:34]=[CH:35][N:36]([CH3:37])[CH3:38]>>[c:2]1(-[c:17]2[cH:16][n:15][n:14]([CH3:13])[cH:18]2)[c:3]([O:11][CH3:12])[cH:4][c:5]([N+:8](=[O:9])[O-:10])[cH:6][cH:7]1. Procedure: L-Arginyl-L-prolyl-N-ethylamide, hydrochloride is prepared by the following procedure. A solution of 8.7 g. of Nα -benzyloxycarbonyl-L-arginyl-L-prolyl-N-ethylamide hydrochloride in 100 ml. of methanol is stirred with 500 mg. of 20% palladium-on-carbon under one inch water pressure of hydrogen for three hours. The catalyst is removed by filtration and the filtrate evaporated under reduced pressure and at 35°-40° C. The residual foam is used without further purification. The reactants are Cl.C(C1=CC=CC=C1)OC(=O)N[C@@H](CCCNC(N)=N)C(=O)N1[C@H](C(=O)[N-]CC)CCC1 (Nα -benzyloxycarbonyl-L-arginyl-L-prolyl-N-ethylamide hydrochloride), CO (methanol), [H][H] (hydrogen). The product is Cl.N[C@@H](CCCNC(N)=N)C(=O)N1[C@H](C(=O)[N-]CC)CCC1 (L-Arginyl-L-prolyl-N-ethylamide, hydrochloride). The solvent is O (water). The reagents and catalysts are [Pd] (palladium-on-carbon). As a reaction SMILES: [ClH:1].C(OC([NH:12][C@H:13]([C:21]([N:23]1[CH2:32][CH2:31][CH2:30][C@H:24]1[C:25]([N-:27][CH2:28][CH3:29])=[O:26])=[O:22])[CH2:14][CH2:15][CH2:16][NH:17][C:18](=[NH:20])[NH2:19])=O)C1C=CC=CC=1.CO.[H][H]>[Pd].O>[ClH:1].[NH2:12][C@H:13]([C:21]([N:23]1[CH2:32][CH2:31][CH2:30][C@H:24]1[C:25]([N-:27][CH2:28][CH3:29])=[O:26])=[O:22])[CH2:14][CH2:15][CH2:16][NH:17][C:18](=[NH:19])[NH2:20] |f:0.1,6.7|. Starting materials: NC1=NC(=C(C(=N1)N1CCN(CC1)C(COC1=CC=C(C=C1)Cl)=O)N)N (2,5,6-triamino-4-[4-(4-chlorophenoxyacetyl)piperazin-1-yl]pyrimidine), COC=1C=C(C=O)C=CC1OC (3,4-dimethoxybenzaldehyde). The product is NC1=NC(=C2N=C(NC2=N1)C1=CC(=C(C=C1)OC)OC)N1CCN(CC1)C(COC1=CC=C(C=C1)Cl)=O (1-(4-(2-amino-8-(3,4-dimethoxyphenyl)-9H-purin-6-yl)piperazin-1-yl)-2-(4-chlorophenoxy)ethanone). The yield is 57.0%. As a reaction SMILES: [NH2:1][C:2]1[N:7]=[C:6]([N:8]2[CH2:13][CH2:12][N:11]([C:14](=[O:24])[CH2:15][O:16][C:17]3[CH:22]=[CH:21][C:20]([Cl:23])=[CH:19][CH:18]=3)[CH2:10][CH2:9]2)[C:5]([NH2:25])=[C:4]([NH2:26])[N:3]=1.[CH3:27][O:28][C:29]1[CH:30]=[C:31]([CH:34]=[CH:35][C:36]=1[O:37][CH3:38])[CH:32]=O>>[NH2:1][C:2]1[N:3]=[C:4]2[C:5]([N:25]=[C:32]([C:31]3[CH:34]=[CH:35][C:36]([O:37][CH3:38])=[C:29]([O:28][CH3:27])[CH:30]=3)[NH:26]2)=[C:6]([N:8]2[CH2:9][CH2:10][N:11]([C:14](=[O:24])[CH2:15][O:16][C:17]3[CH:18]=[CH:19][C:20]([Cl:23])=[CH:21][CH:22]=3)[CH2:12][CH2:13]2)[N:7]=1. Procedure: This compound was synthesized from 2,5,6-triamino-4-[4-(4-chlorophenoxyacetyl)piperazin-1-yl]pyrimidine and 3,4-dimethoxybenzaldehyde yielding the pure title compound in 57% yield. Starting materials: C(C)(=O)C1=CC=C(C(=O)O)C=C1 (4-acetyl-benzoic acid), C(=O)(N1C=NC=C1)N1C=NC=C1 (carbonyldiimidazole), N (ammonia). The solvent is O1CCCC1 (tetrahydrofuran). Reaction conditions: time 1 hour. Product: C(C)(=O)C1=CC=C(C(=O)N)C=C1 (4-acetyl-benzamide). Yield: 50.2%. RXN SMILES: [C:1]([C:4]1[CH:12]=[CH:11][C:7]([C:8](O)=[O:9])=[CH:6][CH:5]=1)(=[O:3])[CH3:2].C(N1C=CN=C1)([N:15]1C=CN=C1)=O.N>O1CCCC1>[C:1]([C:4]1[CH:12]=[CH:11][C:7]([C:8]([NH2:15])=[O:9])=[CH:6][CH:5]=1)(=[O:3])[CH3:2]. Reported procedure: Ex-92A: To a solution of 4-acetyl-benzoic acid (0.5 g, 3.05 mmol) in tetrahydrofuran (10 mL) was added carbonyldiimidazole (0.74 g, 4.75 mmol). The solution was allowed to stir at ambient temperature for one hour and cooled to 0° C. followed by addition of ammonia (28% in water, 3 mL, 21 mmol). The solution was continued to stir at 0° C. for another one hour. The solvent was removed under reduced pressure. The residue was treated with water, filtered, washed with water, dried in vacuo to give 4-... The reactants are Cl[Si](C(C)C)(C(C)C)C(C)C (Chloro-triisopropyl-silane), IC1=CNC2=NC=C(N=C21)C2=CC(=C(C(=C2)OC)OC)OC (7-iodo-2-(3,4,5-trimethoxy-phenyl)-5H-pyrrolo[2,3-b]pyrazine), Cl[Si](C(C)C)(C(C)C)C(C)C (chloro-triisopropyl-silane), C[Si](C)(C)[N-][Si](C)(C)C.[K+] (potassium bis(trimethylsilyl)amide). Run in O1CCCC1 (tetrahydrofuran). Reaction conditions: time 1 hour. Product: IC1=CN(C2=NC=C(N=C21)C2=CC(=C(C(=C2)OC)OC)OC)[Si](C(C)C)(C(C)C)C(C)C (7-iodo-5-triisopropylsilanyl-2-(3,4,5-trimethoxy-phenyl)-5H-pyrrolo[2,3-b]pyrazine). Yield: 80.0%. Reaction SMILES: [I:1][C:2]1[C:10]2[C:5](=[N:6][CH:7]=[C:8]([C:11]3[CH:16]=[C:15]([O:17][CH3:18])[C:14]([O:19][CH3:20])=[C:13]([O:21][CH3:22])[CH:12]=3)[N:9]=2)[NH:4][CH:3]=1.C[Si]([N-][Si](C)(C)C)(C)C.[K+].Cl[Si:34]([CH:41]([CH3:43])[CH3:42])([CH:38]([CH3:40])[CH3:39])[CH:35]([CH3:37])[CH3:36]>O1CCCC1>[I:1][C:2]1[C:10]2[C:5](=[N:6][CH:7]=[C:8]([C:11]3[CH:16]=[C:15]([O:17][CH3:18])[C:14]([O:19][CH3:20])=[C:13]([O:21][CH3:22])[CH:12]=3)[N:9]=2)[N:4]([Si:34]([CH:41]([CH3:43])[CH3:42])([CH:38]([CH3:40])[CH3:39])[CH:35]([CH3:37])[CH3:36])[CH:3]=1 |f:1.2|. Procedure details: A solution of 7-iodo-2-(3,4,5-trimethoxy-phenyl)-5H-pyrrolo[2,3-b]pyrazine (6.7 g, 16.29 mmol) in anhydrous tetrahydrofuran (150 ml) was cooled to 0° C. and treated with potassium bis(trimethylsilyl)amide (0.5M in toluene, 35.85 ml, 17.9 mmol) dropwise. After complete addition, the reaction mixture was stirred at room temperature for 1 hour, treated dropwise with chloro-triisopropyl-silane (3.9 ml, 18.4 mmol), and allowed to stir at room temperature for 16 hours. Chloro-triisopropyl-silane (1.0 ... Starting materials: BrC1=C(C(=CC(=C1)Cl)Cl)C (2-bromo-4,6-dichlorotoluene), BrN1C(CCC1=O)=O (N-bromosuccinimide). The reagents and catalysts are C(C1=CC=CC=C1)(=O)OOC(C1=CC=CC=C1)=O (benzoyl peroxide). Run at time 15 minute. Product: BrC1=C(CBr)C(=CC(=C1)Cl)Cl (2-bromo-4,6-dichlorobenzyl bromide). The yield is 45.8%. RXN SMILES: [Br:1][C:2]1[CH:7]=[C:6]([Cl:8])[CH:5]=[C:4]([Cl:9])[C:3]=1[CH3:10].[Br:11]N1C(=O)CCC1=O>C(OOC(=O)C1C=CC=CC=1)(=O)C1C=CC=CC=1>[Br:1][C:2]1[CH:7]=[C:6]([Cl:8])[CH:5]=[C:4]([Cl:9])[C:3]=1[CH2:10][Br:11]. Procedure details: Stir slowly, an intimate mixture of 220 g of 2-bromo-4,6-dichlorotoluene, 167 g of N-bromosuccinimide and 1 g of benzoyl peroxide in a flask (equipped with a condenser and stirrer) immersed in an 145° C. oil bath. After 10-20 min a vigorous eruption occurs and the mixture liquifies. Remove the oil bath and stir for an additional 5 min. Add 1.5 L of CCl4 slowly through the condenser. Cool the mixture and suction filter the resulting reaction mixture. Wash the filtrate with 5% aqueous sodium thios... Starting materials: Cl.COC(CCC1=CC(=CC=C1)CN)=O (3-(3-aminomethyl-phenyl)-propionic acid methyl ester hydrochloride salt), C(C)(C)(C)C1=CC=C(C=O)C=C1 (4-tert-butyl-benzaldehyde), imine. Solvent: CO (MeOH). The product is COC(CCC1=CC(=CC=C1)CNCC1=CC=C(C=C1)C(C)(C)C)=O (3-{3-[(4-tert-Butyl-benzylamino)-methyl]-phenyl}-propionic acid methyl ester). RXN SMILES: Cl.[CH3:2][O:3][C:4](=[O:15])[CH2:5][CH2:6][C:7]1[CH:12]=[CH:11][CH:10]=[C:9]([CH2:13][NH2:14])[CH:8]=1.[C:16]([C:20]1[CH:27]=[CH:26][C:23]([CH:24]=O)=[CH:22][CH:21]=1)([CH3:19])([CH3:18])[CH3:17]>CO>[CH3:2][O:3][C:4](=[O:15])[CH2:5][CH2:6][C:7]1[CH:12]=[CH:11][CH:10]=[C:9]([CH2:13][NH:14][CH2:24][C:23]2[CH:26]=[CH:27][C:20]([C:16]([CH3:19])([CH3:18])[CH3:17])=[CH:21][CH:22]=2)[CH:8]=1 |f:0.1|. Procedure details: The title compound of Step A was prepared from 3-(3-aminomethyl-phenyl)-propionic acid methyl ester hydrochloride salt, of Preparation 44, and 4-tert-butyl-benzaldehyde using the method described in Example 1, Step A except the imine was formed in MeOH at reflux over 3 h. 1H NMR (400 MHz, CDCl3) δ 7.35 (m, 2H), 7.25 (m, 2H), 7.18 (m, 2H), 7.08 (d, 1H), 3.79 (s, 2H), 3.77 (s, 2H), 3.66 (s, 3H), 2.94 (t, 2H), 2.63 (t, 2H), 1.31 (s, 9H); MS 340 (M+1). Reactants: CCO, I, CC(C)(C)OC(=O)N1CCC(N2CCSc3cc(N)ccc32)C1, CSC(=N)c1cccs1. Yields the product CC(C)(C)OC(=O)N1CCC(N2CCSc3cc(NC(=N)c4cccs4)ccc32)C1. Reaction SMILES: [CH3:34][CH2:35][OH:36].[IH:1].[NH2:11][c:12]1[cH:13][cH:14][c:15]2[c:16]([cH:33]1)[S:17][CH2:18][CH2:19][N:20]2[CH:21]1[CH2:22][N:23]([C:26](=[O:27])[O:28][C:29]([CH3:30])([CH3:31])[CH3:32])[CH2:24][CH2:25]1.[s:2]1[c:3]([C:7](=[NH:8])[S:9][CH3:10])[cH:4][cH:5][cH:6]1>>[s:2]1[c:3]([C:7](=[NH:8])[NH:11][c:12]2[cH:13][cH:14][c:15]3[c:16]([cH:33]2)[S:17][CH2:18][CH2:19][N:20]3[CH:21]2[CH2:22][N:23]([C:26](=[O:27])[O:28][C:29]([CH3:30])([CH3:31])[CH3:32])[CH2:24][CH2:25]2)[cH:4][cH:5][cH:6]1. Reactants: O (water), C(C1=CC=CC=C1)N1C(COCC1=O)(C(=O)OC)C (methyl 4-benzyl-3-methyl-5-oxomorpholine-3-carboxylate), CCOC(=O)C (EtOAc). Solvent: C1CCOC1 (THF). Run at temperature 0 celsius. The product is C(C1=CC=CC=C1)N1C(COCC1)(C(=O)OC)C (methyl 4-benzyl-3-methylmorpholine-3-carboxylate). Reaction SMILES: [CH2:1]([N:8]1[C:13](=O)[CH2:12][O:11][CH2:10][C:9]1([CH3:19])[C:15]([O:17][CH3:18])=[O:16])[C:2]1[CH:7]=[CH:6][CH:5]=[CH:4][CH:3]=1.O.CCOC(C)=O>C1COCC1>[CH2:1]([N:8]1[CH2:13][CH2:12][O:11][CH2:10][C:9]1([CH3:19])[C:15]([O:17][CH3:18])=[O:16])[C:2]1[CH:3]=[CH:4][CH:5]=[CH:6][CH:7]=1. Procedure details: Dissolve methyl 4-benzyl-3-methyl-5-oxomorpholine-3-carboxylate in THF (10 volumes) and cool to 0° C. Add borane dimethylsulfide complex (1.5 eq) and allow to warm to room temperature. Add water (5 volumes) followed by EtOAc (10 volumes). Separate the organic layer, wash with saturated aqueous NaCl, dry over sodium sulfate, filtered, and concentrate to give methyl 4-benzyl-3-methylmorpholine-3-carboxylate.